From a dataset of the Open Reaction Database (ORD), a public repository of structured organic reaction records. describe an organic reaction: reactants, conditions, products, and yield The reactants are NC=1NS(C2=C(N1)C=CC(=C2)Cl)(=O)=O (3-amino-7-chloro-2H-1,2,4-benzothiadiazine 1,1-dioxide), CN1CCNCC1 (1-methylpiperazine). Reaction conditions: temperature 185 celsius. The product is ClC1=CC2=C(N=C(NS2(=O)=O)N2CCN(CC2)C)C=C1 (7-Chloro-3-(4-methyl-1-piperazinyl)-2H-1,2,4-benzothiadiazine 1,1-dioxide). Isolated yield 68.7%. RXN SMILES: [NH2:1][C:2]1[NH:3][S:4](=[O:14])(=[O:13])[C:5]2[CH:11]=[C:10]([Cl:12])[CH:9]=[CH:8][C:6]=2[N:7]=1.[CH3:15][N:16]1[CH2:21][CH2:20]N[CH2:18][CH2:17]1>>[Cl:12][C:10]1[CH:9]=[CH:8][C:6]2[N:7]=[C:2]([N:1]3[CH2:20][CH2:21][N:16]([CH3:15])[CH2:17][CH2:18]3)[NH:3][S:4](=[O:14])(=[O:13])[C:5]=2[CH:11]=1. Procedure details: A mixture of 3.0 g of 3-amino-7-chloro-2H-1,2,4-benzothiadiazine 1,1-dioxide and 2.5 g of 1-methylpiperazine is heated at 185° C. in a sealed tube for 8 hours. After removal of the remaining 1-methylpiperazine by distillation under reduced pressure, the residual solid is recrystallized from a mixture of dimethylformamide and water to give 2.8 g of the desired product, m.p. above 300° C. The reactants are C(CCCC=C)N1C(N(C=CC1=O)C)=O (3-(5-hexenyl)-1-methyluracil), C[N+]1(CCOCC1)[O-] (4-methylmorpholine-N oxide), solution, O (water), S(=O)([O-])S(=O)[O-].[Na+].[Na+] (sodium hydrosulfite), O (Water). Reagents/catalysts: C(C)(C)(C)O (t-butanol), [Os](=O)(=O)(=O)=O (osmium tetroxide). Run in CC(=O)C (acetone). Run at time 15 minute. Product: OC(CCCCN1C(N(C=CC1=O)C)=O)CO (3-(5,6-dihydroxyhexyl)-1-methyluracil). The yield is 66.0%. RXN SMILES: [CH2:1]([N:7]1[C:12](=[O:13])[CH:11]=[CH:10][N:9]([CH3:14])[C:8]1=[O:15])[CH2:2][CH2:3][CH2:4][CH:5]=[CH2:6].C[N+]1([O-])CC[O:20]CC1.[OH2:24].S(S([O-])=O)([O-])=O.[Na+].[Na+]>C(O)(C)(C)C.CC(C)=O.[Os](=O)(=O)(=O)=O>[OH:24][CH:5]([CH2:6][OH:20])[CH2:4][CH2:3][CH2:2][CH2:1][N:7]1[C:12](=[O:13])[CH:11]=[CH:10][N:9]([CH3:14])[C:8]1=[O:15] |f:3.4.5|. Procedure: A solution of 3-(5-hexenyl)-1-methyluracil (598 mg, 2.9 mmol), 4-methylmorpholine-N oxide (408 mg, 3.5 mmol), and a 2.5% solution of osmium tetroxide in t-butanol (3 drops) in acetone (15 ml) and water (5 ml) was stirred for 3 days. Saturated aqueous sodium hydrosulfite solution (10 ml) was added and the mixture was stirred for 15 minutes. Water (50 ml) was added and the mixture was extracted with 20% ethanol-dichloromethane (4×40 ml). The combined organic layers were dried over sodium sulfate a... Reactants: IC=1C=C(C=CC1)C=1OC=NN1 (2-(3-iodo-phenyl)-[1,3,4]oxadiazole), C(=O)([O-])[O-].[K+].[K+] (K2CO3), C(=O)C=1C=CC(=C(C1)B(O)O)OC (5-formyl-2-methoxyphenyl boronic acid). The reagents and catalysts are Cl[Pd]([P](C1=CC=CC=C1)(C2=CC=CC=C2)C3=CC=CC=C3)([P](C4=CC=CC=C4)(C5=CC=CC=C5)C6=CC=CC=C6)Cl (Pd(PPh3)2Cl2). Run in COCCOC (DME), C(C)(=O)OCC (ethyl acetate). Product: COC1=CC=C(C=C1C1=CC(=CC=C1)C=1OC=NN1)C=O (6-Methoxy-3′-[1,3,4]oxadiazol-2-yl-biphenyl3-carbaldehyde). Isolated yield 54.5%. Reaction SMILES: [CH:1]([C:3]1[CH:4]=[CH:5][C:6]([O:12][CH3:13])=[C:7](B(O)O)[CH:8]=1)=[O:2].I[C:15]1[CH:16]=[C:17]([C:21]2[O:22][CH:23]=[N:24][N:25]=2)[CH:18]=[CH:19][CH:20]=1.C([O-])([O-])=O.[K+].[K+]>COCCOC.C(OCC)(=O)C.Cl[Pd](Cl)([P](C1C=CC=CC=1)(C1C=CC=CC=1)C1C=CC=CC=1)[P](C1C=CC=CC=1)(C1C=CC=CC=1)C1C=CC=CC=1>[CH3:13][O:12][C:6]1[C:7]([C:19]2[CH:20]=[CH:15][CH:16]=[C:17]([C:21]3[O:22][CH:23]=[N:24][N:25]=3)[CH:18]=2)=[CH:8][C:3]([CH:1]=[O:2])=[CH:4][CH:5]=1 |f:2.3.4,^1:46,65|. Procedure details: A mixture of 5-formyl-2-methoxyphenyl boronic acid (414 mg, 2.29 mmol), the above product, 2-(3-iodo-phenyl)-[1,3,4]oxadiazole, (626 mg, 2.29 mmol), aqueous 2N K2CO3 (3.4 mL, 3 equivalents), Pd(PPh3)2Cl2 (50 mg, 0.068 mmol) in DME (15 mL) was stirred at room 80° C. for 7 hours. Reaction mixture was cooled to r.t., then it was diluted with ethyl acetate (45 mL) and washed with water, brine and dried over Na2SO4. After removal of solvent, 700 mg of crude was obtained. Purification by column chroma... The yield is 92.6%. The product is CC1([C@H]([C@@H]1C1=CC=CC=C1)C(=O)NC1=CC(=NN1)C(F)(F)F)C (2,2-Dimethyl-trans-3-phenyl-N-(3-(trifluoromethyl)-1H-pyrazol-5-yl)cyclopropanecarboxamide). RXN SMILES: [CH3:1][C:2]1([CH3:14])[C@@H:4]([C:5]2[CH:10]=[CH:9][CH:8]=[CH:7][CH:6]=2)[C@@H:3]1[C:11]([OH:13])=O.[F:15][C:16]([F:24])([F:23])[C:17]1[CH:21]=[C:20]([NH2:22])[NH:19][N:18]=1>>[CH3:14][C:2]1([CH3:1])[C@@H:4]([C:5]2[CH:6]=[CH:7][CH:8]=[CH:9][CH:10]=2)[C@@H:3]1[C:11]([NH:22][C:20]1[NH:19][N:18]=[C:17]([C:16]([F:24])([F:23])[F:15])[CH:21]=1)=[O:13]. Starting materials: CC1([C@H]([C@@H]1C1=CC=CC=C1)C(=O)O)C (2,2-Dimethyl-trans-3-phenylcyclopropanecarboxylic acid), FC(C1=NNC(=C1)N)(F)F (3-trifluoromethyl-1H-pyrazole-5-ylamine). Procedure: 2,2-Dimethyl-trans-3-phenylcyclopropanecarboxylic acid (250 mg, 1.32 mmol) and 3-trifluoromethyl-1H-pyrazole-5-ylamine (198 mg, 1.31 mmol) were reacted as described under General Procedure D to furnish the title compound (392 mg, 93%) as a white solid. 1H NMR (300 MHz, CDCl3) δ 7.32-7.22 (m, 6H), 5.72-5.64 (m, 2H), 3.43 (d, J=6.1 Hz, 1H), 2.98 (d, J=6.1 Hz, 1H), 1.42 (s, 3H), 1.07 (s, 3H). mp 68-71° C. ESIMS m/z [M+H]+ 324.1. Reactants: FC1=CC2=C(NC(N=C2)=O)C=N1 (6-fluoropyrido[3,4-d]pyrimidinone), S(=O)(Cl)Cl (thionyl chloride), ClC=1C=C(N)C=CC1Cl (3,4-dichloroaniline). The reagents and catalysts are CN(C)C=O (DMF). Run in CC(=O)N(C)C (DMA). Conditions: time 20 hour. The product is ClC=1C=C(C=CC1Cl)NC=1C2=C(N=CN1)C=NC(=C2)F (N-(3,4-dichlorophenyl)-6-fluoropyrido[3,4-d]pyrimidin-4-amine). Isolated yield 100.0%. As a reaction SMILES: [F:1][C:2]1[N:12]=[CH:11][C:5]2[NH:6][C:7](=O)[N:8]=[CH:9][C:4]=2[CH:3]=1.S(Cl)(Cl)=O.[Cl:17][C:18]1[CH:19]=[C:20]([CH:22]=[CH:23][C:24]=1[Cl:25])[NH2:21]>CN(C=O)C.CC(N(C)C)=O>[Cl:17][C:18]1[CH:19]=[C:20]([NH:21][C:9]2[C:4]3[CH:3]=[C:2]([F:1])[N:12]=[CH:11][C:5]=3[N:6]=[CH:7][N:8]=2)[CH:22]=[CH:23][C:24]=1[Cl:25]. Procedure: A heterogeneous mixture of 6-fluoropyrido[3,4-d]pyrimidin-4(3H)-one (200) (1.50 g, 9.09 mmol), thionyl chloride (20 ml) and a catalytic amount of DMF (2 drops) was stirred under reflux for 1.5 h to give a homogeneous mixture. It was evaporated under reduced pressure at 50° C. (bath temperature) to give a light brown solid. To this solid was added a solution of 3,4-dichloroaniline (1.62 g, 10.0 mmol) in dry DMA (15 mL). The residue of 3,4-dichloroaniline was washed down with more DMA (2×2 ml). Th...